From a dataset of the Open Reaction Database (ORD), a public repository of structured organic reaction records. describe an organic reaction: reactants, conditions, products, and yield Reactants: [H-], Nc1cc(F)c(F)cc1C(=O)c1ccccc1Cl, [Na+], OCCCN1CCOCC1, C1COCCO1. Product: Nc1cc(OCCCN2CCOCC2)c(F)cc1C(=O)c1ccccc1Cl. Reaction SMILES: [H-:1].[NH2:3][c:4]1[c:5]([C:12](=[O:13])[c:14]2[c:15]([Cl:20])[cH:16][cH:17][cH:18][cH:19]2)[cH:6][c:7]([F:11])[c:8]([F:10])[cH:9]1.[Na+:2].[O:21]1[CH2:22][CH2:23][N:24]([CH2:27][CH2:28][CH2:29][OH:30])[CH2:25][CH2:26]1.[O:31]1[CH2:32][CH2:33][O:34][CH2:35][CH2:36]1>>[NH2:3][c:4]1[c:5]([C:12](=[O:13])[c:14]2[c:15]([Cl:20])[cH:16][cH:17][cH:18][cH:19]2)[cH:6][c:7]([F:11])[c:8]([O:30][CH2:29][CH2:28][CH2:27][N:24]2[CH2:23][CH2:22][O:21][CH2:26][CH2:25]2)[cH:9]1. Reactants: IC1=CC=C(C(=O)Cl)C=C1 (4-Iodobenzoyl chloride), CNC (dimethylamine), C(Cl)(Cl)Cl (chloroform). Run in C(C)N(CC)CC (triethylamine). Run at time 1 hour. Yields the product IC1=CC=C(C(=O)N(C)C)C=C1 (4-Iodo-N,N-dimethylbenzamide). The yield is 94.0%. RXN SMILES: [I:1][C:2]1[CH:10]=[CH:9][C:5]([C:6](Cl)=[O:7])=[CH:4][CH:3]=1.[CH3:11][NH:12][CH3:13].C(Cl)(Cl)Cl>C(N(CC)CC)C>[I:1][C:2]1[CH:10]=[CH:9][C:5]([C:6]([N:12]([CH3:13])[CH3:11])=[O:7])=[CH:4][CH:3]=1. Procedure details: 4-Iodobenzoyl chloride (10.0 g) was added portionwise to dimethylamine (1.8 g) in triethylamine (40 ml) at 0°. The suspension was stirred at 0° for 1 h, treated with chloroform (200 ml), washed with aqueous sodium bicarbonate (1 M; 100 ml), dried and evaporated to give the title compound (9.7 g) m.p. 103°-106°. The reactants are CC1=C(C(=O)OC)C=CC=C1[N+](=O)[O-] (methyl 2-methyl-3-nitrobenzoate), C1CC(=O)N(C1=O)Br (NBS), C(Cl)(Cl)(Cl)Cl (carbon tetrachloride). Run at temperature 25 celsius, time 18 hour. The product is CC(C)N1C(C2=CC=CC(=C2C1)[N+](=O)[O-])=O (2-(1-methylethyl)-4-nitroisoindolin-1-one). As a reaction SMILES: [CH3:1][C:2]1[C:11]([N+:12]([O-:14])=[O:13])=[CH:10][CH:9]=[CH:8][C:3]=1[C:4]([O:6]C)=O.[CH2:15]1[C:20](=O)[N:19](Br)C(=O)C1.[C:23](Cl)(Cl)(Cl)Cl>>[CH3:23][CH:20]([N:19]1[CH2:1][C:2]2[C:3](=[CH:8][CH:9]=[CH:10][C:11]=2[N+:12]([O-:14])=[O:13])[C:4]1=[O:6])[CH3:15]. Procedure: A stirred solution of 5.9 grams (0.030 mole) of methyl 2-methyl-3-nitrobenzoate and 5.3 grams (0.030 mole) of NBS in 120 mL of carbon tetrachloride was exposed to uv light for about 18 hours. The reaction mixture was cooled and filtered to remove a solid material. The filtrate was concentrated under reduced pressure to a residue. The residue was the intermediate methyl 2-bromomethyl-3-nitrobenzoate, as determined by NMR analysis. The intermediate 2-bromomethyl compound was slowly added to 60 mL ...